describe an organic reaction: reactants, conditions, products, and yield From a dataset of the Open Reaction Database (ORD), a public repository of structured organic reaction records. The reactants are Fc1ncc(Cl)cc1Br, O=C([O-])[O-], C1CCOC1, CCOC(C)=O, OB(O)c1ccc(Cl)cc1, [K+], [K+], O. The product is Fc1ncc(Cl)cc1-c1ccc(Cl)cc1. Reaction SMILES: [Br:1][c:2]1[c:3]([F:9])[n:4][cH:5][c:6]([Cl:8])[cH:7]1.[C:20](=[O:21])([O-:22])[O-:23].[CH2:27]1[O:28][CH2:29][CH2:30][CH2:31]1.[CH3:32][CH2:33][O:34][C:35](=[O:36])[CH3:37].[Cl:10][c:11]1[cH:12][cH:13][c:14]([B:17]([OH:18])[OH:19])[cH:15][cH:16]1.[K+:24].[K+:25].[OH2:26]>>[c:2]1(-[c:14]2[cH:13][cH:12][c:11]([Cl:10])[cH:16][cH:15]2)[c:3]([F:9])[n:4][cH:5][c:6]([Cl:8])[cH:7]1. The reactants are C1=CC=CC=C1 (benzene), C(CCCCCCC\C=C/CCCCCCCC)(=O)O (Oleic acid), C(C(=O)Cl)(=O)Cl (oxalyl chloride). Reaction conditions: time 2 hour. Yields the product cyclopropylmethyl ester, C1(CC1)CC(C(=O)O)CCCCCCC=CCCCCCCCC.C(CCCCCCC\C=C/CCCCCCCC)(=O)O (oleic acid (cyclopropylmethyloctadec-9-enoate)). Reaction SMILES: [C:1]([OH:20])(=[O:19])[CH2:2][CH2:3][CH2:4][CH2:5][CH2:6][CH2:7][CH2:8]/[CH:9]=[CH:10]\[CH2:11][CH2:12][CH2:13][CH2:14][CH2:15][CH2:16][CH2:17][CH3:18].C(Cl)(=O)C(Cl)=O.[CH:27]1[CH:32]=[CH:31][CH:30]=CC=1>>[CH:32]1([CH2:27][CH:2]([CH2:3][CH2:4][CH2:5][CH2:6][CH2:7][CH2:8][CH:9]=[CH:10][CH2:11][CH2:12][CH2:13][CH2:14][CH2:15][CH2:16][CH2:17][CH3:18])[C:1]([OH:20])=[O:19])[CH2:30][CH2:31]1.[C:1]([OH:20])(=[O:19])[CH2:2][CH2:3][CH2:4][CH2:5][CH2:6][CH2:7][CH2:8]/[CH:9]=[CH:10]\[CH2:11][CH2:12][CH2:13][CH2:14][CH2:15][CH2:16][CH2:17][CH3:18] |f:3.4|. Reported procedure: Oleic acid (1.8 g.) is dissolved in about 100 ml. of dry benzene and 2.4 g. of oxalyl chloride is added with stirring, under nitrogen, at room temperature. After 2 hours, solvent is removed under reduced pressure in 30° water bath. Fresh dry benzene (100 ml.) is added and 9.4 g. of cyclopropylmethyl alcohol. The reaction mixture is stirred overnight at room temperature. The reaction is worked up by washing with water and brine, drying over calcium sulfate and evaporation of solvent to yield the ... The reactants are [N+](=O)([O-])C1=CC(=[N+](C=C1)[O-])C1=NC=CC=C1 (4-nitro-2-(2-pyridinyl)pyridine-N oxide). The reagents and catalysts are [Pd] (palladium on charcoal). Solvent: O (water), C(C)O (ethanol). Product: NC1=CC(=[N+](C=C1)[O-])C1=NC=CC=C1 (4-amino-2-(2-pyridinyl)pyridine-N oxide). Yield: 84.6%. Reaction SMILES: [N+:1]([C:4]1[CH:9]=[CH:8][N+:7]([O-:10])=[C:6]([C:11]2[CH:16]=[CH:15][CH:14]=[CH:13][N:12]=2)[CH:5]=1)([O-])=O>[Pd].O.C(O)C>[NH2:1][C:4]1[CH:9]=[CH:8][N+:7]([O-:10])=[C:6]([C:11]2[CH:16]=[CH:15][CH:14]=[CH:13][N:12]=2)[CH:5]=1. Procedure: A suspension of 2.6 grams (0.012 mole) of 4-nitro-2-(2-pyridinyl)pyridine-N oxide and 0.42 gram of 10% palladium on charcoal in 10 ml of water and 200 ml of ethanol was hydrogenated using a Parr hydrogenator. Upon completion of hydrogenation the reaction mixture was purged with nitrogen gas for one hour, then concentrated under reduced pressure to a residual solid. The solid was triturated with 200 ml of water. The mixture was filtered and the filter cake washed with water. The combined filtrate... The reactants are CCOC(C)=O, O=C=NC(=O)c1ccccc1Cl, Nc1cc(-c2ccc(F)cc2)no1. The product is O=C(NC(=O)c1ccccc1Cl)Nc1cc(-c2ccc(F)cc2)no1. Reaction SMILES: [CH3:26][CH2:27][O:28][C:29](=[O:30])[CH3:31].[Cl:14][c:15]1[c:16]([C:17](=[O:18])[N:19]=[C:20]=[O:21])[cH:22][cH:23][cH:24][cH:25]1.[F:1][c:2]1[cH:3][cH:4][c:5](-[c:8]2[n:9][o:10][c:11]([NH2:13])[cH:12]2)[cH:6][cH:7]1>>[F:1][c:2]1[cH:3][cH:4][c:5](-[c:8]2[n:9][o:10][c:11]([NH:13][C:20]([NH:19][C:17]([c:16]3[c:15]([Cl:14])[cH:25][cH:24][cH:23][cH:22]3)=[O:18])=[O:21])[cH:12]2)[cH:6][cH:7]1. The reactants are C1(CCCC1)OC=1C=C(C=CC1OC)C1(CSCCC1)O (3-(3-cyclopentyloxy-4-methoxyphenyl)-3-hydroxy-3,4,5,6-tetrahydro-2H-thiopyran), FC(C(=O)O)(F)F (trifluoroacetic acid). Solvent: CO (methanol). Conditions: time 8 hour. Yields the product C1(CCCC1)OC=1C=C(C=CC1OC)C1(CSCCC1)OC (3-(3-cyclopentyloxy-4-methoxyphenyl)-3-methoxy-3,4,5,6-tetrahydro-2H-thiopyran). RXN SMILES: [CH:1]1([O:6][C:7]2[CH:8]=[C:9]([C:15]3([OH:21])[CH2:20][CH2:19][CH2:18][S:17][CH2:16]3)[CH:10]=[CH:11][C:12]=2[O:13][CH3:14])[CH2:5][CH2:4][CH2:3][CH2:2]1.F[C:23](F)(F)C(O)=O>CO>[CH:1]1([O:6][C:7]2[CH:8]=[C:9]([C:15]3([O:21][CH3:23])[CH2:20][CH2:19][CH2:18][S:17][CH2:16]3)[CH:10]=[CH:11][C:12]=2[O:13][CH3:14])[CH2:2][CH2:3][CH2:4][CH2:5]1. Reported procedure: A solution of 3-(3-cyclopentyloxy-4-methoxyphenyl)-3-hydroxy-3,4,5,6-tetrahydro-2H-thiopyran (2 g; which is prepared as described in Example 7) methanol (175 mL) is treated with trifluoroacetic acid (0.5 mL) and the mixture is allowed to stand at room temperature overnight. The mixture is concentrated in vacuo, and it is then treated with diethyl ether (175 mL) and washed with saturated aqueous sodium bicarbonate solution (25 mL) and water (25 mL) and dried over magnesium sulphate. The solvent i... Reactants: Cl (HCl), C1(CC1)SC1=C(CN(C(C(F)(F)F)=O)C)C=CC=C1 (N-(2-(Cyclopropylsulfanyl)benzyl)-2,2,2-trifluoro-N-methylacetamide), C([O-])([O-])=O.[K+].[K+] (potassium carbonate). The solvent is O1CCOCC1 (1,4-dioxane), CO (MeOH), O (water), C1CCOC1 (THF). Product: Cl.C1(CC1)SC1=C(C=CC=C1)CNC ((2-(Cyclopropylsulfanyl)phenyl)-N-methylmethanamine Hydrochloride). As a reaction SMILES: [CH:1]1([S:4][C:5]2[CH:19]=[CH:18][CH:17]=[CH:16][C:6]=2[CH2:7][N:8](C)[C:9](=O)C(F)(F)F)[CH2:3][CH2:2]1.C(=O)([O-])[O-].[K+].[K+].[ClH:26]>CO.O.C1COCC1.O1CCOCC1>[ClH:26].[CH:1]1([S:4][C:5]2[CH:19]=[CH:18][CH:17]=[CH:16][C:6]=2[CH2:7][NH:8][CH3:9])[CH2:3][CH2:2]1 |f:1.2.3,9.10|. Procedure: To 1D (1.50 g, 4.67 mmol) in MeOH (23 mL) and water (5 mL) was added potassium carbonate (3.20 g, 23.4 mmol) and the reaction was refluxed for 45 min. After cooling to rt, the mixture was filtered and the filtrate was concentrated. The resulting residue was dissolved in ethyl acetate and washed with water and brine. The aqueous layer was back-extracted with ethyl acetate (5×). The combined organic layers were dried (MgSO4), filtered and concentrated to provide a yellow oil. The oil was dissolved... Reactants: c1ccncc1, NC(=O)Cc1csc(-c2ccncc2)n1. Product: N#CCc1csc(-c2ccncc2)n1. RXN SMILES: [cH:16]1[cH:17][cH:18][n:19][cH:20][cH:21]1.[n:1]1[cH:2][cH:3][c:4](-[c:7]2[s:8][cH:9][c:10]([CH2:12][C:13](=[O:14])[NH2:15])[n:11]2)[cH:5][cH:6]1>>[n:1]1[cH:2][cH:3][c:4](-[c:7]2[s:8][cH:9][c:10]([CH2:12][C:13]#[N:15])[n:11]2)[cH:5][cH:6]1. The reactants are C(#N)C=1C=C(C=CC1F)CC(=O)OC(C)(C)C (tert-Butyl 2-(3-cyano-4-fluorophenyl)acetate), ClC=1C=C(C(=O)NC2=CC=C(C=C2)O)C=CC1Cl (3,4-dichloro-N-(4-hydroxyphenyl)-benzamide), C([O-])([O-])=O.[K+].[K+] (potassium carbonate). The solvent is C(C)(=O)OCC (ethyl acetate), C([O-])([O-])=O.[Na+].[Na+] (sodium carbonate), CS(=O)C (DMSO). Reaction conditions: temperature 125 celsius, time 12 hour. Yields the product C(#N)C=1C=C(C=CC1OC1=CC=C(C=C1)NC(C1=CC(=C(C=C1)Cl)Cl)=O)CC(=O)OC(C)(C)C (tert-butyl 2-(3-cyano-4-(4-(3,4-dichlorobenzamido)phenoxy)phenyl)acetate). Isolated yield 59.1%. Reaction SMILES: [C:1]([C:3]1[CH:4]=[C:5]([CH2:10][C:11]([O:13][C:14]([CH3:17])([CH3:16])[CH3:15])=[O:12])[CH:6]=[CH:7][C:8]=1F)#[N:2].[Cl:18][C:19]1[CH:20]=[C:21]([CH:32]=[CH:33][C:34]=1[Cl:35])[C:22]([NH:24][C:25]1[CH:30]=[CH:29][C:28]([OH:31])=[CH:27][CH:26]=1)=[O:23].C(=O)([O-])[O-].[K+].[K+]>CS(C)=O.C(OCC)(=O)C.C(=O)([O-])[O-].[Na+].[Na+]>[C:1]([C:3]1[CH:4]=[C:5]([CH2:10][C:11]([O:13][C:14]([CH3:17])([CH3:16])[CH3:15])=[O:12])[CH:6]=[CH:7][C:8]=1[O:31][C:28]1[CH:29]=[CH:30][C:25]([NH:24][C:22](=[O:23])[C:21]2[CH:32]=[CH:33][C:34]([Cl:35])=[C:19]([Cl:18])[CH:20]=2)=[CH:26][CH:27]=1)#[N:2] |f:2.3.4,7.8.9|. Procedure: tert-Butyl 2-(3-cyano-4-fluorophenyl)acetate (2.0 g, 8.5 mmol) and the product of step A (2.9 g, 10 mmol) were diluted with DMSO (22 mL) followed by the addition of potassium carbonate (1.4 g, 10 mmol). The reaction was heated to 125° C. and stirred for 12 hours. The reaction mixture was then cooled to room temperature, diluted with ethyl acetate and 10% aqueous sodium carbonate. The layers were separated and the organic layer was washed with 10% aqueous sodium carbonate two more times followed ...